This data is from the Open Reaction Database (ORD), a public repository of structured organic reaction records. The task is: describe an organic reaction: reactants, conditions, products, and yield Starting materials: C(C)N1N=CC2=C1N=CC=1C(NC=3N(C12)N=CN3)=O (8-ethyl-4H-pyrazolo[4',3':5,6]pyrido[3,4-e][1,2,4]triazolo[1,5-a]pyrimidin-5(8H)-one), [Na] (sodium), CI (methyl iodide). Solvent: COCCOCCOC (diethyleneglycol dimethyl ether). Reaction conditions: time 30 minute. Yields the product C(C)N1N=CC2=C1N=CC=1C(N(C=3N(C12)N=CN3)C)=O (8-Ethyl-4-methyl-4H-pyrazolo[4',3':5,6]pyrido[3,4-e][1,2,4]triazolo[1,5-a]pyrimidin-5(8H)-one). Reaction SMILES: [CH2:1]([N:3]1[C:7]2[N:8]=[CH:9][C:10]3[C:11](=[O:19])[NH:12][C:13]4[N:14]([N:16]=[CH:17][N:18]=4)[C:15]=3[C:6]=2[CH:5]=[N:4]1)[CH3:2].[Na].[CH3:21]I>COCCOCCOC>[CH2:1]([N:3]1[C:7]2[N:8]=[CH:9][C:10]3[C:11](=[O:19])[N:12]([CH3:21])[C:13]4[N:14]([N:16]=[CH:17][N:18]=4)[C:15]=3[C:6]=2[CH:5]=[N:4]1)[CH3:2] |^1:19|. Procedure: 2.6 g. of 8-ethyl-4H-pyrazolo[4',3':5,6]pyrido[3,4-e][1,2,4]triazolo[1,5-a]pyrimidin-5(8H)-one (0.01 mol.) are treated with 0.3 g. of sodium in 50 ml. of diethyleneglycol dimethyl ether at reflux temperature with stirring for 30 minutes. After this time, the temperature is lowered to 60° and 3 g. of methyl iodide are added. Stirring and heating is continued for 12 hours. The precipitate of sodium iodide is filtered off and the solvent distilled from the mother liquor. The remaining 8ethyl-4-meth... Reactants: CNC (dimethylamine), C(C)(C)(C)OC(=O)N1[C@@H](CN(CC1)CC(=O)N1CCC2=CC=C(C=C12)C(=O)O)C (1-[2-((R)-4-tert-butoxycarbonyl-3-methyl-piperazin-1-yl)-acetyl]-2,3-dihydro-1H-indole-6-carboxylic acid). The product is C(C)(C)(C)OC(=O)N1[C@@H](CN(CC1)CC(=O)N1CCC2=CC=C(C=C12)C(N(C)C)=O)C ((R)-4-[2-(6-Dimethylcarbamoyl-2,3-dihydro-indol-1-yl)-2-oxo-ethyl]-2-methyl-piperazine-1-carboxylic acid tert-butyl ester). Reaction SMILES: [CH3:1][NH:2][CH3:3].[C:4]([O:8][C:9]([N:11]1[CH2:16][CH2:15][N:14]([CH2:17][C:18]([N:20]2[C:28]3[C:23](=[CH:24][CH:25]=[C:26]([C:29](O)=[O:30])[CH:27]=3)[CH2:22][CH2:21]2)=[O:19])[CH2:13][C@H:12]1[CH3:32])=[O:10])([CH3:7])([CH3:6])[CH3:5]>>[C:4]([O:8][C:9]([N:11]1[CH2:16][CH2:15][N:14]([CH2:17][C:18]([N:20]2[C:28]3[C:23](=[CH:24][CH:25]=[C:26]([C:29](=[O:30])[N:2]([CH3:3])[CH3:1])[CH:27]=3)[CH2:22][CH2:21]2)=[O:19])[CH2:13][C@H:12]1[CH3:32])=[O:10])([CH3:7])([CH3:5])[CH3:6]. Procedure: Starting with dimethylamine and 1-[2-((R)-4-tert-butoxycarbonyl-3-methyl-piperazin-1-yl)-acetyl]-2,3-dihydro-1H-indole-6-carboxylic acid, the title compound was prepared by using similar methods to those described in General Procedure 1. MS: [M+H]+=431. Reactants: [N+](=[N-])=C(C(=O)OCC)CC1=CC=C(C=C1)O (ethyl 2-diazo-3-(4-hydroxyphenyl)propanoate), CO (methanol). Reagents/catalysts: CC(=O)O.CC(=O)O.CC(=O)O.CC(=O)O.[Rh].[Rh] (rhodium (II) acetate dimer). Solvent: C1=CC=CC=C1 (benzene), C1=CC=CC=C1 (benzene). Product: OC1=CC=C(C=C1)CC(C(=O)OCC)OC (Ethyl 3-(4-hydroxyphenyl)-2-methoxypropanoate). RXN SMILES: [N+](=[C:3]([CH2:9][C:10]1[CH:15]=[CH:14][C:13]([OH:16])=[CH:12][CH:11]=1)[C:4]([O:6][CH2:7][CH3:8])=[O:5])=[N-].[CH3:17][OH:18]>C1C=CC=CC=1.CC(O)=O.CC(O)=O.CC(O)=O.CC(O)=O.[Rh].[Rh]>[OH:16][C:13]1[CH:14]=[CH:15][C:10]([CH2:9][CH:3]([O:18][CH3:17])[C:4]([O:6][CH2:7][CH3:8])=[O:5])=[CH:11][CH:12]=1 |f:3.4.5.6.7.8|. Reported procedure: A solution of ethyl 2-diazo-3-(4-hydroxyphenyl)propanoate (c.f. N. Takamura and T. Mizoguchi, Tetrahedron Lett. 1971, 4495) (8.8 g) in benzene (40 mL) was added over 30 minutes to a stirred, refluxing mixture of rhodium (II) acetate dimer (10 mg), methanol 7.9 mL) and benzene (50 mL). The mixture was heated at reflux for a further 30 minutes, then allowed to cool to room temperature overnight and washed with water (2×200 mL). The benzene solution was dried (MgSO4) and evaporated and the residual... Starting materials: [Si](C1=CC=CC=C1)(C1=CC=CC=C1)(C(C)(C)C)OCC(CO)=C (2-t-butyldiphenylsilyloxymethyl-2-propene-1-ol), powder, C[N+]1(CCOCC1)[O-] (N-methylmorpholine-N-oxide). Reagents/catalysts: [Ru](=O)(=O)(=O)[O-].C(CC)[N+](CCC)(CCC)CCC (tetrapropylammoniumperruthenate). The solvent is ClCCl (dichloromethane). Conditions: temperature 20 celsius, time 8 hour. The product is [Si](C1=CC=CC=C1)(C1=CC=CC=C1)(C(C)(C)C)OCC(C=O)=C (2-t-Butyldiphenylsilyloxymethyl-2-propenal). Isolated yield 74.6%. As a reaction SMILES: [Si:1]([O:18][CH2:19][C:20](=[CH2:23])[CH2:21][OH:22])([C:14]([CH3:17])([CH3:16])[CH3:15])([C:8]1[CH:13]=[CH:12][CH:11]=[CH:10][CH:9]=1)[C:2]1[CH:7]=[CH:6][CH:5]=[CH:4][CH:3]=1.C[N+]1([O-])CCOCC1>ClCCl.[Ru]([O-])(=O)(=O)=O.C([N+](CCC)(CCC)CCC)CC>[Si:1]([O:18][CH2:19][C:20](=[CH2:23])[CH:21]=[O:22])([C:14]([CH3:16])([CH3:17])[CH3:15])([C:8]1[CH:9]=[CH:10][CH:11]=[CH:12][CH:13]=1)[C:2]1[CH:3]=[CH:4][CH:5]=[CH:6][CH:7]=1 |f:3.4|. Reported procedure: A mixture of 2-t-butyldiphenylsilyloxymethyl-2-propene-1-ol (25.5 g, 86.7 mmol), molecular sieves in powder (26 g), N-methylmorpholine-N-oxide (15.3 g, 130 mmol) and tetrapropylammoniumperruthenate (1.5 g, 4 mmol) in anhydrous dichloromethane (400 ml) is stirred overnight at 20° C. Then the reaction mixture is concentrated in vacuo and purified by flash chromatography on silica gel to give the title product (21 g, 83%). The reactants are ClC1=CN=CC(=N1)C1=CN(C2=CC=C(C=C12)C1=NN=C(O1)NCC1=CC=C(C=C1)OC)S(=O)(=O)C1=CC=C(C)C=C1 (5-(3-(6-chloropyrazin-2-yl)-1-tosyl-1H-indol-5-yl)-N-(4-methoxybenzyl)-1,3,4-oxadiazol-2-amine), FC1=CC=C(C=C1)B(O)O (4-fluorophenylboronic acid), C(=O)([O-])[O-].[K+].[K+] (K2CO3). Reagents/catalysts: C=1C=CC(=CC1)[P](C=2C=CC=CC2)(C=3C=CC=CC3)[Pd]([P](C=4C=CC=CC4)(C=5C=CC=CC5)C=6C=CC=CC6)([P](C=7C=CC=CC7)(C=8C=CC=CC8)C=9C=CC=CC9)[P](C=1C=CC=CC1)(C=1C=CC=CC1)C=1C=CC=CC1 (Pd(PPh3)4). Run in O1CCOCC1.O (1,4-dioxane H2O). The product is FC1=CC=C(C=C1)C1=CN=CC(=N1)C1=CN(C2=CC=C(C=C12)C1=NN=C(O1)NCC1=CC=C(C=C1)OC)S(=O)(=O)C1=CC=C(C)C=C1 (5-(3-(6-(4-fluorophenyl)pyrazin-2-yl)-1-tosyl-1H-indol-5-yl)-N-(4-methoxybenzyl)-1,3,4-oxadiazol-2-amine). Isolated yield 36.3%. RXN SMILES: Cl[C:2]1[N:7]=[C:6]([C:8]2[C:16]3[C:11](=[CH:12][CH:13]=[C:14]([C:17]4[O:21][C:20]([NH:22][CH2:23][C:24]5[CH:29]=[CH:28][C:27]([O:30][CH3:31])=[CH:26][CH:25]=5)=[N:19][N:18]=4)[CH:15]=3)[N:10]([S:32]([C:35]3[CH:41]=[CH:40][C:38]([CH3:39])=[CH:37][CH:36]=3)(=[O:34])=[O:33])[CH:9]=2)[CH:5]=[N:4][CH:3]=1.[F:42][C:43]1[CH:48]=[CH:47][C:46](B(O)O)=[CH:45][CH:44]=1.C([O-])([O-])=O.[K+].[K+]>O1CCOCC1.O.C1C=CC([P]([Pd]([P](C2C=CC=CC=2)(C2C=CC=CC=2)C2C=CC=CC=2)([P](C2C=CC=CC=2)(C2C=CC=CC=2)C2C=CC=CC=2)[P](C2C=CC=CC=2)(C2C=CC=CC=2)C2C=CC=CC=2)(C2C=CC=CC=2)C2C=CC=CC=2)=CC=1>[F:42][C:43]1[CH:48]=[CH:47][C:46]([C:2]2[N:7]=[C:6]([C:8]3[C:16]4[C:11](=[CH:12][CH:13]=[C:14]([C:17]5[O:21][C:20]([NH:22][CH2:23][C:24]6[CH:25]=[CH:26][C:27]([O:30][CH3:31])=[CH:28][CH:29]=6)=[N:19][N:18]=5)[CH:15]=4)[N:10]([S:32]([C:35]4[CH:36]=[CH:37][C:38]([CH3:39])=[CH:40][CH:41]=4)(=[O:34])=[O:33])[CH:9]=3)[CH:5]=[N:4][CH:3]=2)=[CH:45][CH:44]=1 |f:2.3.4,5.6,^1:68,70,89,108|. Procedure: To a solution of 5-(3-(6-chloropyrazin-2-yl)-1-tosyl-1H-indol-5-yl)-N-(4-methoxybenzyl)-1,3,4-oxadiazol-2-amine (500 mg, 0.853 mmol) and 4-fluorophenylboronic acid (143.5 mg, 1.02 mmol) in 1,4-dioxane/H2O (3:1, 15 mL), was added K2CO3 (235.5 mg, 1.71 mmol) and Pd(PPh3)4 (49 mg, 0.0427 mmol). The reaction was heated at reflux for 24 h then quenched with H2O and extracted with EtOAc. The organic layer was dried, filtered and concentrated. The residue was purified with silica gel chromatography (el... The reactants are O=C(Nc1nc(-c2ccco2)c(-c2ccncc2)s1)c1ccc(CBr)cc1, CN1CCCC1=O, O, c1c[nH]cn1. The product is O=C(Nc1nc(-c2ccco2)c(-c2ccncc2)s1)c1ccc(Cn2ccnc2)cc1. As a reaction SMILES: [Br:1][CH2:2][c:3]1[cH:4][cH:5][c:6]([C:7](=[O:8])[NH:9][c:10]2[s:11][c:12](-[c:20]3[cH:21][cH:22][n:23][cH:24][cH:25]3)[c:13](-[c:15]3[o:16][cH:17][cH:18][cH:19]3)[n:14]2)[cH:26][cH:27]1.[CH3:34][N:35]1[CH2:36][CH2:37][CH2:38][C:39]1=[O:40].[OH2:33].[nH:28]1[cH:29][n:30][cH:31][cH:32]1>>[CH2:2]([c:3]1[cH:4][cH:5][c:6]([C:7](=[O:8])[NH:9][c:10]2[s:11][c:12](-[c:20]3[cH:21][cH:22][n:23][cH:24][cH:25]3)[c:13](-[c:15]3[o:16][cH:17][cH:18][cH:19]3)[n:14]2)[cH:26][cH:27]1)[n:28]1[cH:29][n:30][cH:31][cH:32]1. The reactants are ClC1=NC2=CC=CC=C2C(=N1)Cl (2,4-dichloroquinazoline), BrC1=CC=C(N)C=C1 (4-bromoaniline), CC1=NNC(=C1)C (3,5-dimethylpyrazole). Product: BrC1=CC=C(C=C1)NC1=NC(=NC2=CC=CC=C12)N1N=C(C=C1C)C ((4-Bromo-phenyl)-[2-(3,5-dimethyl-pyrazol-1-yl)-quinazolin-4-yl]-amine). RXN SMILES: Cl[C:2]1[N:11]=[C:10](Cl)[C:9]2[C:4](=[CH:5][CH:6]=[CH:7][CH:8]=2)[N:3]=1.[Br:13][C:14]1[CH:20]=[CH:19][C:17]([NH2:18])=[CH:16][CH:15]=1.[CH3:21][C:22]1[CH:26]=[C:25]([CH3:27])[NH:24][N:23]=1>>[Br:13][C:14]1[CH:20]=[CH:19][C:17]([NH:18][C:10]2[C:9]3[C:4](=[CH:5][CH:6]=[CH:7][CH:8]=3)[N:3]=[C:2]([N:23]3[C:22]([CH3:21])=[CH:26][C:25]([CH3:27])=[N:24]3)[N:11]=2)=[CH:16][CH:15]=1. Reported procedure: Was prepared according to Method B from 2,4-dichloroquinazoline, 4-bromoaniline and 3,5-dimethylpyrazole. Mp. 116.2-168.3° C. Starting materials: CC1=C(COC1=O)N1C(C2(CC1)CCNCC2)=O (2-(4-methyl-5-oxo-2,5-dihydrofuran-3-yl)-2,8-diazaspiro[4.5]decan-1-one), CC1=C2COC(C2=CC=C1[C@@H]1OC1)=O ((S)-4-methyl-5-(oxiran-2-yl)isobenzofuran-1(3H)-one). Run in C(C)O (ethanol). Reaction conditions: temperature 140 celsius. The product is O[C@H](CN1CCC2(CCN(C2=O)C=2COC(C2C)=O)CC1)C1=C(C2=C(C(OC2)=O)C=C1)C (8-[(2S)-2-hydroxy-2-(4-methyl-1-oxo-1,3-dihydro-2-benzofuran-5-yl)ethyl]-2-(4-methyl-5-oxo-2,5-dihydrofuran-3-yl)-2,8-diazaspiro[4.5]decan-1-one). RXN SMILES: [CH3:1][C:2]1[C:6](=[O:7])[O:5][CH2:4][C:3]=1[N:8]1[CH2:12][CH2:11][C:10]2([CH2:17][CH2:16][NH:15][CH2:14][CH2:13]2)[C:9]1=[O:18].[CH3:19][C:20]1[C:28]([C@H:29]2[CH2:31][O:30]2)=[CH:27][CH:26]=[C:25]2[C:21]=1[CH2:22][O:23][C:24]2=[O:32]>C(O)C>[OH:30][C@@H:29]([C:28]1[CH:27]=[CH:26][C:25]2[C:24](=[O:32])[O:23][CH2:22][C:21]=2[C:20]=1[CH3:19])[CH2:31][N:15]1[CH2:16][CH2:17][C:10]2([C:9](=[O:18])[N:8]([C:3]3[CH2:4][O:5][C:6](=[O:7])[C:2]=3[CH3:1])[CH2:12][CH2:11]2)[CH2:13][CH2:14]1. Procedure: To a solution of 2-(4-methyl-5-oxo-2,5-dihydrofuran-3-yl)-2,8-diazaspiro[4.5]decan-1-one (I-17, 10 mg, 0.040 mmol) in ethanol (2 mL) in a microwave tube was added (S)-4-methyl-5-(oxiran-2-yl)isobenzofuran-1(3H)-one (I-4A, 9.9 mg, 0.052 mmol)) and the resulting solution was heated at 140° C. in microwave for 3 h. After concentration, the residue was purified by preparative TLC using 30% methanol/ethyl acetate to give the title compound. LC/MS, (M+1)+: 441.00, 1HNMR (500 MHz, CDCl3), δ7.840-7.804(...